From a dataset of the Open Reaction Database (ORD), a public repository of structured organic reaction records. describe an organic reaction: reactants, conditions, products, and yield Reactants: COC(C1=CC(=C(C=C1)NC(C)=O)I)=O (4-acetylamino-3-iodo-benzoic acid methyl ester), ClC1=C(C(=CC=C1)Cl)C#C (1,3-dichloro-2-ethynyl-benzene). The reagents and catalysts are Cl[Pd]([P](C1=CC=CC=C1)(C2=CC=CC=C2)C3=CC=CC=C3)([P](C4=CC=CC=C4)(C5=CC=CC=C5)C6=CC=CC=C6)Cl (Pd(PPh3)2Cl2), [Cu]I (CuI). Solvent: O1CCOCC1 (dioxane). Conditions: temperature 100 celsius. The product is COC(=O)C=1C=C2C=C(NC2=CC1)C1=C(C=CC=C1Cl)Cl (2-(2,6-dichloro-phenyl)-1H-indole-5-carboxylic acid methyl ester). As a reaction SMILES: [CH3:1][O:2][C:3](=[O:15])[C:4]1[CH:9]=[CH:8][C:7]([NH:10][C:11](=O)[CH3:12])=[C:6](I)[CH:5]=1.[Cl:16][C:17]1[CH:22]=[CH:21][CH:20]=[C:19]([Cl:23])[C:18]=1C#C>Cl[Pd](Cl)([P](C1C=CC=CC=1)(C1C=CC=CC=1)C1C=CC=CC=1)[P](C1C=CC=CC=1)(C1C=CC=CC=1)C1C=CC=CC=1.[Cu]I.O1CCOCC1>[CH3:1][O:2][C:3]([C:4]1[CH:9]=[C:8]2[C:7](=[CH:6][CH:5]=1)[NH:10][C:11]([C:18]1[C:17]([Cl:16])=[CH:22][CH:21]=[CH:20][C:19]=1[Cl:23])=[CH:12]2)=[O:15] |^1:28,47|. Reported procedure: To a solution of 4-acetylamino-3-iodo-benzoic acid methyl ester (0.17 g) in TMG (1.5 mL) and dioxane (1.5 mL) were added 1,3-dichloro-2-ethynyl-benzene (0.1 g), 10 mol % of Pd(PPh3)2Cl2, and 10 mol % of CuI. The reaction mixture was heated to 100° C. overnight. The solvent were evaporated and the resulting mixture was purified by column chromatography (SiO2, 2:3, EtOAc/Hexane) to give 2-(2,6-dichloro-phenyl)-1H-indole-5-carboxylic acid methyl ester: MS (m/z) 320.0 (M+1). The reactants are C12CNCC2C1CN(C(=O)C=1SC=CC1)C1=CC(=C(C=C1)N1CCOCC1)F (thiophene-2-carboxylic acid (3-aza-bicyclo[3.1.0]hex-6-ylmethyl)-(3-fluoro-4-morpholin-4-yl-phenyl)-amide), CCN(C(C)C)C(C)C (DIEA), C(C)(C)(C)C1=CC=C(C=C1)S(=O)(=O)Cl (4-tert-butylbenzene sulfonyl chloride). The reagents and catalysts are CN(C)C=1C=CN=CC1 (DMAP). The solvent is ClCCCl (DCE). Conditions: temperature 80 celsius. Yields the product C(C)(C)(C)C1=CC=C(C=C1)S(=O)(=O)N1CC2C(C2C1)CN(C(=O)C=1SC=CC1)C1=CC(=C(C=C1)N1CCOCC1)F (Thiophene-2-carboxylic acid [3-(4-tert-butyl-benzenesulfonyl)-3-aza-bicyclo[3.1.0]hex-6yl-methyl]-(3-fluoro-4-morpholin-4-yl-phenyl)-amide). Isolated yield 78.1%. As a reaction SMILES: [CH:1]12[CH:6]([CH2:7][N:8]([C:16]3[CH:21]=[CH:20][C:19]([N:22]4[CH2:27][CH2:26][O:25][CH2:24][CH2:23]4)=[C:18]([F:28])[CH:17]=3)[C:9]([C:11]3[S:12][CH:13]=[CH:14][CH:15]=3)=[O:10])[CH:5]1[CH2:4][NH:3][CH2:2]2.CCN(C(C)C)C(C)C.[C:38]([C:42]1[CH:47]=[CH:46][C:45]([S:48](Cl)(=[O:50])=[O:49])=[CH:44][CH:43]=1)([CH3:41])([CH3:40])[CH3:39]>ClCCCl.CN(C1C=CN=CC=1)C>[C:38]([C:42]1[CH:47]=[CH:46][C:45]([S:48]([N:3]2[CH2:4][CH:5]3[CH:1]([CH:6]3[CH2:7][N:8]([C:16]3[CH:21]=[CH:20][C:19]([N:22]4[CH2:27][CH2:26][O:25][CH2:24][CH2:23]4)=[C:18]([F:28])[CH:17]=3)[C:9]([C:11]3[S:12][CH:13]=[CH:14][CH:15]=3)=[O:10])[CH2:2]2)(=[O:50])=[O:49])=[CH:44][CH:43]=1)([CH3:41])([CH3:39])[CH3:40]. Procedure details: To a stirring solution of thiophene-2-carboxylic acid (3-aza-bicyclo[3.1.0]hex-6-ylmethyl)-(3-fluoro-4-morpholin-4-yl-phenyl)-amide (60 mg, 0.15 mmol) in 3 mL of DCE was added DIEA (0.026 mL, 0.45 mmol), DMAP (cat.) and 4-tert-butylbenzene sulfonyl chloride (0.10 mL, 0.45 mmol). The resulting mixture was heated to 80° C. for 1.5 hours, cooled to room temperature and quenched with saturated NaHCO3. The layers were separated, the aqueous layer was extracted with CH2Cl2, and the combined organic la...